From a dataset of the Open Reaction Database (ORD), a public repository of structured organic reaction records. describe an organic reaction: reactants, conditions, products, and yield The reactants are BrCC1CCCCC1, COc1cccc2c(C(=O)O)c[nH]c12, CN(C)C=O, [H-], [Na+], O. The product is COc1cccc2c(C(=O)O)cn(CC3CCCCC3)c12. As a reaction SMILES: [Br:17][CH2:18][CH:19]1[CH2:20][CH2:21][CH2:22][CH2:23][CH2:24]1.[CH3:1][O:2][c:3]1[cH:4][cH:5][cH:6][c:7]2[c:8]([C:12](=[O:13])[OH:14])[cH:9][nH:10][c:11]12.[CH3:25][N:26]([CH3:27])[CH:28]=[O:29].[H-:15].[Na+:16].[OH2:30]>>[CH3:1][O:2][c:3]1[cH:4][cH:5][cH:6][c:7]2[c:8]([C:12](=[O:13])[OH:14])[cH:9][n:10]([CH2:18][CH:19]3[CH2:20][CH2:21][CH2:22][CH2:23][CH2:24]3)[c:11]12. Reactants: [OH-].[Na+] (sodium hydroxide), OC1=C(C=C(C=C1)CCNC([C@H](C(C)C)NS(=O)(=O)CC)=O)OC ((S)-2-(ethylsulfonylamino)-3methyl-butyric acid N-[2-(4hydroxy-3-methoxy-phenyl)-ethyl]-amide), ClC=1SC(=CC1)CCl (2-chloro-5-chloromethylthiophene), C[O-].[Na+] (sodium methanolate). The solvent is CO (methanol), CO (methanol). The product is ClC1=CC=C(S1)COC1=C(C=C(C=C1)CCNC([C@H](C(C)C)NS(=O)(=O)CC)=O)OC ((S)-2-(ethylsulfonylamino)-3-methyl-butyric acid N-{2-[4-(5-chloro-thiophen-2-yl-methoxy)-3-methoxy-phenyl]-ethyl}-amide). Reaction SMILES: [OH:1][C:2]1[CH:7]=[CH:6][C:5]([CH2:8][CH2:9][NH:10][C:11](=[O:22])[C@@H:12]([NH:16][S:17]([CH2:20][CH3:21])(=[O:19])=[O:18])[CH:13]([CH3:15])[CH3:14])=[CH:4][C:3]=1[O:23][CH3:24].[Cl:25][C:26]1[S:27][C:28]([CH2:31]Cl)=[CH:29][CH:30]=1.C[O-].[Na+].[OH-].[Na+]>CO>[Cl:25][C:26]1[S:27][C:28]([CH2:31][O:1][C:2]2[CH:7]=[CH:6][C:5]([CH2:8][CH2:9][NH:10][C:11](=[O:22])[C@@H:12]([NH:16][S:17]([CH2:20][CH3:21])(=[O:19])=[O:18])[CH:13]([CH3:14])[CH3:15])=[CH:4][C:3]=2[O:23][CH3:24])=[CH:29][CH:30]=1 |f:2.3,4.5|. Procedure details: A mixture of 2.0 g of (S)-2-(ethylsulfonylamino)-3methyl-butyric acid N-[2-(4hydroxy-3-methoxy-phenyl)-ethyl]-amide, 1.2 g of 2-chloro-5-chloromethylthiophene and 12 ml of a 1 M sodium methanolate solution in methanol (prepared beforehand by dissolution of 23 g of sodium in 1 liter of methanol) is heated at reflux in 30 ml of methanol for 16 hours. After cooling, the reaction mixture is introduced into 300 ml of 2N sodium hydroxide solution. Extraction is carried out twice using 400 ml of tert-b... The reactants are C(C)N(CCN)CC (N,N-diethylethylene diamine), N1=CC=CC=C1 (pyridine), C(=O)(OCC)CCC(=O)Cl (3-carboethoxy-propionyl chloride). The solvent is C(Cl)Cl (methylene chloride). Yields the product C(C)OC(CCC(=O)NCCN(CC)CC)=O (ETHYL-N-(2'-DIETHYLAMINOETHYL)SUCCINAMATE). The yield is 16.4%. Reaction SMILES: [CH2:1]([N:3]([CH2:7][CH3:8])[CH2:4][CH2:5][NH2:6])[CH3:2].N1C=CC=CC=1.[C:15]([CH2:20][CH2:21][C:22](Cl)=[O:23])([O:17][CH2:18][CH3:19])=[O:16]>C(Cl)Cl>[CH2:18]([O:17][C:15](=[O:16])[CH2:20][CH2:21][C:22]([NH:6][CH2:5][CH2:4][N:3]([CH2:7][CH3:8])[CH2:1][CH3:2])=[O:23])[CH3:19]. Procedure details: First, 20 milliliters (0.05 mole) N,N-diethylethylene diamine, 50 milliliters dry methylene chloride, and 5.2 milliliters (0.065 mole) pyridine were combined in a flask. Next, 9.03 grams (0.06 mole) 3-carboethoxy-propionyl chloride was added at -60° C. with stirring. The temperature was allowed to rise to 0° C. The reaction mixture was then washed with a 200 milliliter portion of water and a 100 milliliter portion of saturated sodium carbonate solution. The organic solution was stripped in vacuu... Reactants: Cc1cc2c(c3c1NC(=O)C(C)(C)C3)OC(C)(CBr)C2, CCOC(C)=O, CCCCCC, [N-]=[N+]=[N-], [Na+]. Product: Cc1cc2c(c3c1NC(=O)C(C)(C)C3)OC(C)(CN=[N+]=[N-])C2. RXN SMILES: [Br:1][CH2:2][C:3]1([CH3:20])[CH2:4][c:5]2[c:6]([c:7]3[c:12]([c:13]([CH3:15])[cH:14]2)[NH:11][C:10](=[O:16])[C:9]([CH3:17])([CH3:18])[CH2:8]3)[O:19]1.[C:31]([O:32][CH2:33][CH3:34])(=[O:35])[CH3:36].[CH3:25][CH2:26][CH2:27][CH2:28][CH2:29][CH3:30].[N-:22]=[N+:23]=[N-:24].[Na+:21]>>[CH2:2]([C:3]1([CH3:20])[CH2:4][c:5]2[c:6]([c:7]3[c:12]([c:13]([CH3:15])[cH:14]2)[NH:11][C:10](=[O:16])[C:9]([CH3:17])([CH3:18])[CH2:8]3)[O:19]1)[N:22]=[N+:23]=[N-:24]. Starting materials: C(C1=CC=CC=C1)N1CC(OCC1)C(CC1=C(C=CC=C1)OC)(O)C1=CC=CC=C1 (1-(4-Benzyl-morpholin-2-yl)-2-(2-methoxy-phenyl)-1-phenyl-ethanol), ClCC1=C(C=CC(=C1)F)OC (2-chloromethyl-4-fluoro-1-methoxy-benzene). Yields the product C(C1=CC=CC=C1)N1CC(OCC1)C(CC1=C(C=CC(=C1)F)OC)(O)C1=CC=CC=C1 (1-(4-Benzyl-morpholin-2-yl)-2-(5-fluoro-2-methoxy-phenyl)-1-phenyl-ethanol). As a reaction SMILES: [CH2:1]([N:8]1[CH2:13][CH2:12][O:11][CH:10]([C:14]([C:25]2[CH:30]=[CH:29][CH:28]=[CH:27][CH:26]=2)([OH:24])[CH2:15][C:16]2[CH:21]=[CH:20][CH:19]=[CH:18][C:17]=2[O:22][CH3:23])[CH2:9]1)[C:2]1[CH:7]=[CH:6][CH:5]=[CH:4][CH:3]=1.ClCC1C=C([F:39])C=CC=1OC>>[CH2:1]([N:8]1[CH2:13][CH2:12][O:11][CH:10]([C:14]([C:25]2[CH:30]=[CH:29][CH:28]=[CH:27][CH:26]=2)([OH:24])[CH2:15][C:16]2[CH:21]=[C:20]([F:39])[CH:19]=[CH:18][C:17]=2[O:22][CH3:23])[CH2:9]1)[C:2]1[CH:3]=[CH:4][CH:5]=[CH:6][CH:7]=1. Procedure: The procedure for the synthesis of example 1a, 1-(4-Benzyl-morpholin-2-yl)-2-(2-methoxy-phenyl)-1-phenyl-ethanol, was followed using 2-chloromethyl-4-fluoro-1-methoxy-benzene (synthesized as described above) as starting material making non-critical variations, to yield the title compound which was taken without further purification in the next step. LCMS (6 minutes method) [M+H]+=422 @ Rt 2.85 min. major peak. Reactants: O\N=C\1/C=2C=CC=CC2C=2NC(C=3N(C21)C=CN3)=O (10-(E-hydroxy-imino)-5H,10H-imidazo[1,2-a]indeno[1,2-e]pyrazin-4-one), C(C)(=O)O (acetic acid), C(C)(=O)O (acetic acid), C (charcoal). The reagents and catalysts are [Zn] (zinc). The solvent is O (water), CN(C=O)C (dimethylformamide). Reaction conditions: time 4 hour. Yields the product C(C)(=O)NC1C=2C=CC=CC2C=2NC(C=3N(C21)C=CN3)=O (10-acetamido-5H,10H-imidazo[1,2-a]indeno[1,2-e]pyrazin-4-one). Reaction SMILES: O/[N:2]=[C:3]1\[C:4]2[CH:5]=[CH:6][CH:7]=[CH:8][C:9]=2[C:10]2[NH:11][C:12](=[O:19])[C:13]3[N:14]([CH:16]=[CH:17][N:18]=3)[C:15]\1=2.C.[C:21](O)(=[O:23])[CH3:22]>O.CN(C)C=O.[Zn]>[C:21]([NH:2][CH:3]1[C:15]2[N:14]3[CH:16]=[CH:17][N:18]=[C:13]3[C:12](=[O:19])[NH:11][C:10]=2[C:9]2[CH:8]=[CH:7][CH:6]=[CH:5][C:4]1=2)(=[O:23])[CH3:22]. Reported procedure: A suspension of 5.25 g of 10-(E-hydroxy-imino)-5H,10H-imidazo[1,2-a]indeno[1,2-e]pyrazin-4-one and 2.9 g of zinc powder in 100 ml of acetic acid is heated for 2 hours at a temperature between 80° C. and 90° C. After addition of 100 ml of acetic acid, the mixture is filtered and the filtrate is concentrated to dryness under reduced pressure (10 mmHg; 2 kPa) at 65° C. The product obtained (3.8 g) is suspended in 100 ml of distilled water, filtered, washed with 10 ml of distilled water and with 10 ... Reactants: O.O.O.Cl.Cl.Cl.COC=1C=C2CCNC(C2=CC1OC)CCC(CCC1NCCC2=CC(=C(C=C12)OC)OC)CCCCC1NCCC2=CC(=C(C=C12)OC)OC (1,1'-{3-[2-(1,2,3,4-TETRAHYDRO-6,7-DIMETHOXY-1-ISOQUINOLINYL)ETHYL]HEPTAMETHYLENE}BIS[1,2,3,4-TETRAHYDRO-6,7-DIMETHOXYISOQUINOLINE] TRIHYDROCHLORIDE TRIHYDRATE). The solvent is C(Cl)(Cl)Cl (chloroform), CCOCC (ether), C(Cl)(Cl)Cl (chloroform). Yields the product O.O.O.Cl.Cl.Cl.COC=1C=C2CCN=C(C2=CC1OC)CCC(CCC1=NCCC2=CC(=C(C=C12)OC)OC)CCCCC1=NCCC2=CC(=C(C=C12)OC)OC (1,1'-{3-[2-(3,4-dihydro-6,7-dimethoxy-1-isoquinolinyl)ethyl]heptamethylene}bis[3,4-dihydro-6,7-dimethoxyisoquinoline] trihydrochloride trihydrate). Reaction SMILES: [OH2:1].O.O.[ClH:4].Cl.Cl.[CH3:7][O:8][C:9]1[CH:10]=[C:11]2[C:16](=[CH:17][C:18]=1[O:19][CH3:20])[CH:15]([CH2:21][CH2:22][CH:23]([CH2:40][CH2:41][CH2:42][CH2:43][CH:44]1[C:53]3[C:48](=[CH:49][C:50]([O:56][CH3:57])=[C:51]([O:54][CH3:55])[CH:52]=3)[CH2:47][CH2:46][NH:45]1)[CH2:24][CH2:25][CH:26]1[C:35]3[C:30](=[CH:31][C:32]([O:38][CH3:39])=[C:33]([O:36][CH3:37])[CH:34]=3)[CH2:29][CH2:28][NH:27]1)[NH:14][CH2:13][CH2:12]2>CCOCC.C(Cl)(Cl)Cl>[OH2:8].[OH2:1].[OH2:8].[ClH:4].[ClH:4].[ClH:4].[CH3:7][O:8][C:9]1[CH:10]=[C:11]2[C:16](=[CH:17][C:18]=1[O:19][CH3:20])[C:15]([CH2:21][CH2:22][CH:23]([CH2:40][CH2:41][CH2:42][CH2:43][C:44]1[C:53]3[C:48](=[CH:49][C:50]([O:56][CH3:57])=[C:51]([O:54][CH3:55])[CH:52]=3)[CH2:47][CH2:46][N:45]=1)[CH2:24][CH2:25][C:26]1[C:35]3[C:30](=[CH:31][C:32]([O:38][CH3:39])=[C:33]([O:36][CH3:37])[CH:34]=3)[CH2:29][CH2:28][N:27]=1)=[N:14][CH2:13][CH2:12]2 |f:0.1.2.3.4.5.6,9.10.11.12.13.14.15|. Procedure: To purify the intermediate (1.1a), the crude residue obtained after stripping off the chloroform is converted to the hydrochloride, in ether, and the resulting salt taken up in chloroform. Precipitation with ether, followed by two further reprecipitations from chloroform solution by either yields (1.1a) 1,1'-{3-[2-(3,4-dihydro-6,7-dimethoxy-1-isoquinolinyl)ethyl]heptamethylene}bis[3,4-dihydro-6,7-dimethoxyisoquinoline] trihydrochloride trihydrate, as a yellow solid, m.p. 130-150° (dec.).